This data is from the Open Reaction Database (ORD), a public repository of structured organic reaction records. The task is: describe an organic reaction: reactants, conditions, products, and yield Starting materials: CC(=O)O[BH-](OC(C)=O)OC(C)=O, CC(=O)O, CC(C)C=O, ClCCl, COC(=O)c1ccsc1N, [Na+]. The product is COC(=O)c1ccsc1NCC(C)C. RXN SMILES: [C:16]([O:17][BH-:18]([O:19][C:20](=[O:21])[CH3:22])[O:23][C:24](=[O:25])[CH3:26])(=[O:27])[CH3:28].[CH3:33][C:34](=[O:35])[OH:36].[CH:11]([CH:12]([CH3:13])[CH3:14])=[O:15].[Cl:30][CH2:31][Cl:32].[NH2:1][c:2]1[s:3][cH:4][cH:5][c:6]1[C:7](=[O:8])[O:9][CH3:10].[Na+:29]>>[NH:1]([c:2]1[s:3][cH:4][cH:5][c:6]1[C:7](=[O:8])[O:9][CH3:10])[CH2:11][CH:12]([CH3:13])[CH3:14]. Reactants: NC1=C(C(=O)NCCN2CCC(CC2)C(C2=CC=C(C=C2)F)=O)C=CC=C1 (2-amino-N-[2-[4-(4-fluorobenzoyl)-1-piperidinyl]ethyl]benzamide), C(C)(=O)OC(C)=O (acetic acid anhydride). Run in CC1=CC=CC=C1 (methylbenzene). The product is FC1=CC=C(C(=O)C2CCN(CC2)CCN2C(=NC3=CC=CC=C3C2=O)C)C=C1 (3-[2-[4-(4-fluorobenzoyl)-1-piperidinyl]ethyl]-2-methyl-4(3H)-quinazolinone). Isolated yield 69.0%. As a reaction SMILES: [NH2:1][C:2]1[CH:27]=[CH:26][CH:25]=[CH:24][C:3]=1[C:4]([NH:6][CH2:7][CH2:8][N:9]1[CH2:14][CH2:13][CH:12]([C:15](=[O:23])[C:16]2[CH:21]=[CH:20][C:19]([F:22])=[CH:18][CH:17]=2)[CH2:11][CH2:10]1)=[O:5].[C:28](OC(=O)C)(=O)[CH3:29]>CC1C=CC=CC=1>[F:22][C:19]1[CH:18]=[CH:17][C:16]([C:15]([CH:12]2[CH2:11][CH2:10][N:9]([CH2:8][CH2:7][N:6]3[C:4](=[O:5])[C:3]4[C:2](=[CH:27][CH:26]=[CH:25][CH:24]=4)[N:1]=[C:28]3[CH3:29])[CH2:14][CH2:13]2)=[O:23])=[CH:21][CH:20]=1. Procedure details: A mixture of 6 parts of 2-amino-N-[2-[4-(4-fluorobenzoyl)-1-piperidinyl]ethyl]benzamide, 10 parts of acetic acid anhydride and 108 parts of methylbenzene is stirred and refluxed overnight. The reaction mixture is evaporated and water is added to the oily residue. The whole is alkalized with a dilute sodium hydroxide solution and extracted with trichloromethane. The extract is dried, filtered and evaporated. The oily residue is crystallized from a mixture of 4-methyl-2-pentanone and 2,2'-oxybispr... The reactants are C1(=CC=CC=C1)S(=O)(=O)Cl (benzenesulfonyl chloride), NCC1CCC(CC1)C(=O)O (4-(aminomethyl)-cyclohexanecarboxylic acid), BrCC1=CC=C(C=C1)F (1-(bromomethyl)-4-fluorobenzene). Product: FC1=CC=C(CN(S(=O)(=O)C2=CC=CC=C2)CC2CCC(CC2)C(=O)O)C=C1 (4-((N-(4-fluorobenzyl)phenylsulfonamido)methyl)-cyclohexanecarboxylic acid). RXN SMILES: [C:1]1([S:7](Cl)(=[O:9])=[O:8])[CH:6]=[CH:5][CH:4]=[CH:3][CH:2]=1.[NH2:11][CH2:12][CH:13]1[CH2:18][CH2:17][CH:16]([C:19]([OH:21])=[O:20])[CH2:15][CH2:14]1.Br[CH2:23][C:24]1[CH:29]=[CH:28][C:27]([F:30])=[CH:26][CH:25]=1>>[F:30][C:27]1[CH:28]=[CH:29][C:24]([CH2:23][N:11]([CH2:12][CH:13]2[CH2:14][CH2:15][CH:16]([C:19]([OH:21])=[O:20])[CH2:17][CH2:18]2)[S:7]([C:1]2[CH:6]=[CH:5][CH:4]=[CH:3][CH:2]=2)(=[O:9])=[O:8])=[CH:25][CH:26]=1. Reported procedure: Prepared as in example 5-11 from benzenesulfonyl chloride, 4-(aminomethyl)-cyclohexanecarboxylic acid and 1-(bromomethyl)-4-fluorobenzene. MS (M+H, 406); 1H NMR (400 MHz, DMSO-d6): δ, ppm: 0.77 (m, 2H), 0.94 (m, 2H), 0.98 (m, 2H), 1.50 (m, 2H0, 1.75 (m, 2H), 1.77 (m, 1H), 2.80 (d, 2H), 4.28 (s, 2H), 7.20 (m, 2H), 7.38 (m, 2H), 7.62 (m, 2H), 7.70 (m, 1H), 7.88 (m, 2H), 11.93 (br, s, 1H). Starting materials: ClC1=NC2=CC=C(C=C2C(=C1)F)OC (2-chloro-4-fluoro-6-methoxyquinoline), ClC1=NC2=CC=C(C=C2C(=C1)F)OC (2-chloro-4-fluoro-6-methoxyquinoline), C(=O)(O)C1=CC(=C(C=C1)B(O)O)F (4-carboxy-2-fluorophenylboronic acid). The product is FC=1C=C(C(=O)O)C=CC1C1=NC2=CC=C(C=C2C(=C1)F)O (3-fluoro-4-(4-fluoro-6-hydroxyquinolin-2-yl)benzoic acid). RXN SMILES: Cl[C:2]1[CH:11]=[C:10]([F:12])[C:9]2[C:4](=[CH:5][CH:6]=[C:7]([O:13]C)[CH:8]=2)[N:3]=1.[C:15]([C:18]1[CH:23]=[CH:22][C:21](B(O)O)=[C:20]([F:27])[CH:19]=1)([OH:17])=[O:16]>>[F:27][C:20]1[CH:19]=[C:18]([CH:23]=[CH:22][C:21]=1[C:2]1[CH:11]=[C:10]([F:12])[C:9]2[C:4](=[CH:5][CH:6]=[C:7]([OH:13])[CH:8]=2)[N:3]=1)[C:15]([OH:17])=[O:16]. Reported procedure: The compound was prepared following Scheme 2, B conditions starting from 2-chloro-4-fluoro-6-methoxyquinoline (Intermediate 7) and 4-carboxy-2-fluorophenylboronic acid. Note: In step 2, after purification by prep HPLC, the collected fractions were immediately neutralized with sat.NaHCO3 to pH 6, followed by extraction with EtOAc/MeOH (v/v=10/1, 50 mL×3). Combined organics were washed with brine (50 mL), dried over Na2SO4 and concentrated in vacuo to give the desired product. 1H NMR (MeOD 400 MHz... Starting materials: COC(=O)c1cc2c(s1)c(C1CCCCC1)c(Br)n2C(=O)OC(C)(C)C, O=C([O-])[O-], CCO, Cc1ccccc1, CCOC(C)=O, [Cl-], OB(O)c1ccc(Cl)cc1, [Li+], [Na+], [Na+], c1ccc(P(c2ccccc2)(c2ccccc2)[Pd](P(c2ccccc2)(c2ccccc2)c2ccccc2)(P(c2ccccc2)(c2ccccc2)c2ccccc2)P(c2ccccc2)(c2ccccc2)c2ccccc2)cc1. The product is COC(=O)c1cc2c(s1)c(C1CCCCC1)c(-c1ccc(Cl)cc1)n2C(=O)OC(C)(C)C. Reaction SMILES: [Br:1][c:2]1[c:3]([CH:21]2[CH2:22][CH2:23][CH2:24][CH2:25][CH2:26]2)[c:4]2[c:5]([n:6]1[C:7](=[O:8])[O:9][C:10]([CH3:11])([CH3:12])[CH3:13])[cH:14][c:15]([C:17](=[O:18])[O:19][CH3:20])[s:16]2.[C:39](=[O:40])([O-:41])[O-:42].[CH3:45][CH2:46][OH:47].[CH3:48][c:49]1[cH:50][cH:51][cH:52][cH:53][cH:54]1.[CH3:55][CH2:56][O:57][C:58]([CH3:59])=[O:60].[Cl-:37].[Cl:27][c:28]1[cH:29][cH:30][c:31]([B:34]([OH:35])[OH:36])[cH:32][cH:33]1.[Li+:38].[Na+:43].[Na+:44].[cH:61]1[cH:62][cH:63][c:64]([P:65]([Pd:66]([P:67]([c:68]2[cH:69][cH:70][cH:71][cH:72][cH:73]2)([c:74]2[cH:75][cH:76][cH:77][cH:78][cH:79]2)[c:80]2[cH:81][cH:82][cH:83][cH:84][cH:85]2)([P:86]([c:87]2[cH:88][cH:89][cH:90][cH:91][cH:92]2)([c:93]2[cH:94][cH:95][cH:96][cH:97][cH:98]2)[c:99]2[cH:100][cH:101][cH:102][cH:103][cH:104]2)[P:105]([c:106]2[cH:107][cH:108][cH:109][cH:110][cH:111]2)([c:112]2[cH:113][cH:114][cH:115][cH:116][cH:117]2)[c:118]2[cH:119][cH:120][cH:121][cH:122][cH:123]2)([c:124]2[cH:125][cH:126][cH:127][cH:128][cH:129]2)[c:130]2[cH:131][cH:132][cH:133][cH:134][cH:135]2)[cH:136][cH:137]1>>[c:2]1(-[c:31]2[cH:30][cH:29][c:28]([Cl:27])[cH:33][cH:32]2)[c:3]([CH:21]2[CH2:22][CH2:23][CH2:24][CH2:25][CH2:26]2)[c:4]2[c:5]([n:6]1[C:7](=[O:8])[O:9][C:10]([CH3:11])([CH3:12])[CH3:13])[cH:14][c:15]([C:17](=[O:18])[O:19][CH3:20])[s:16]2.